This data is from the Open Reaction Database (ORD), a public repository of structured organic reaction records. The task is: describe an organic reaction: reactants, conditions, products, and yield The reactants are C1(=CC=C(C=C1)S(=O)(=O)Cl)C (p-toluenesulfonyl chloride), NC1=C(C=C(C(=C1)F)F)NC(=S)NC1=CSC=C1Cl (1-(2-amino-4,5-difluoro-phenyl)-3-(4-chloro-thiophen-3-yl)-thiourea), [OH-].[Na+] (NaOH). Solvent: C1CCOC1 (THF), C1CCOC1 (THF), O (water). Yields the product Cl.ClC=1SC=C(C1NC1=NC2=C(N1)C=C(C(=C2)F)F)Cl ((2,4-Dichloro-thiophen-3-yl)-(5,6-difluoro-1H-benzoimidazol-2-yl)-amine-hydrochloride). Yield: 63.8%. As a reaction SMILES: [NH2:1][C:2]1[CH:7]=[C:6]([F:8])[C:5]([F:9])=[CH:4][C:3]=1[NH:10][C:11]([NH:13][C:14]1[C:18]([Cl:19])=[CH:17][S:16][CH:15]=1)=S.[OH-].[Na+].C1(C)C=CC(S([Cl:31])(=O)=O)=CC=1>C1COCC1.O>[ClH:19].[Cl:31][C:15]1[S:16][CH:17]=[C:18]([Cl:19])[C:14]=1[NH:13][C:11]1[NH:10][C:3]2[CH:4]=[C:5]([F:9])[C:6]([F:8])=[CH:7][C:2]=2[N:1]=1 |f:1.2,6.7|. Procedure details: To 1-(2-amino-4,5-difluoro-phenyl)-3-(4-chloro-thiophen-3-yl)-thiourea (773 mg) in THF (20 ml) a solution of NaOH (240 mg) in water (9 ml) was added followed by a solution of p-toluenesulfonyl chloride (528 mg) in THF (10 ml). Following the analogous description in example 54b) the desired product (275 mg) was obtained. The reactants are CC(C)Oc1cccc2ccccc12 (substrate), Cc1ccc([Mg]Br)cc1 (effective_coupling_partner). Reagents/catalysts: CC(C)P(C(C)C)C(Nc1ccccc1n3nc(c2ccccc2)cc3c4ccccc4)c5ccccc5. Conditions: temperature 25 celsius, time 24 hour. Product: Cc3ccc(c1cccc2ccccc12)cc3.